This data is from the Open Reaction Database (ORD), a public repository of structured organic reaction records. The task is: describe an organic reaction: reactants, conditions, products, and yield Reported procedure: NaH (95%, 4.5 mg, 0.18 mmol) was added to a solution of tert-butyl (5-{6-[(tert-butoxycarbonyl)amino]-1,3-benzothiazol-2-yl}pyridin-2-yl)methylcarbamate (66 mg, 0.14 mmol) in DMF (2 mL). The mixture was cooled to 0° C. and MeI (10 μL, 0.16 mmol) was added. The reaction was stirred at rt on. Water was added and the mixture was extracted with EtOAc (3×) The combined organic phases were dried (MgSO4) and concentrated. Flash chromatography (Heptane/EtOAc gradient) gave the product (60 mg) as a white... RXN SMILES: [H-].[Na+].[C:3]([O:7][C:8]([NH:10][C:11]1[CH:34]=[CH:33][C:14]2[N:15]=[C:16]([C:18]3[CH:19]=[CH:20][C:21]([CH2:24][NH:25][C:26](=[O:32])[O:27][C:28]([CH3:31])([CH3:30])[CH3:29])=[N:22][CH:23]=3)[S:17][C:13]=2[CH:12]=1)=[O:9])([CH3:6])([CH3:5])[CH3:4].[CH3:35]I.O>CN(C=O)C>[C:3]([O:7][C:8]([N:10]([CH3:35])[C:11]1[CH:34]=[CH:33][C:14]2[N:15]=[C:16]([C:18]3[CH:19]=[CH:20][C:21]([CH2:24][NH:25][C:26](=[O:32])[O:27][C:28]([CH3:31])([CH3:30])[CH3:29])=[N:22][CH:23]=3)[S:17][C:13]=2[CH:12]=1)=[O:9])([CH3:6])([CH3:4])[CH3:5] |f:0.1|. Run at temperature 0 celsius. Yields the product C(C)(C)(C)OC(=O)N(C1=CC2=C(N=C(S2)C=2C=CC(=NC2)CNC(OC(C)(C)C)=O)C=C1)C (tert-Butyl (5-{6-[(tert-butoxycarbonyl)(methyl)amino]-1,3-benzothiazol-2-yl}pyridin-2-yl)methylcarbamate). The yield is 91.1%. Reactants: O (Water), [H-].[Na+] (NaH), C(C)(C)(C)OC(=O)NC1=CC2=C(N=C(S2)C=2C=CC(=NC2)CNC(OC(C)(C)C)=O)C=C1 (tert-butyl (5-{6-[(tert-butoxycarbonyl)amino]-1,3-benzothiazol-2-yl}pyridin-2-yl)methylcarbamate), CI (MeI). Run in CN(C)C=O (DMF). Reactants: FC(F)(F)c1ccc(Br)nc1, [Li]C(C)(C)C, CCOC(=O)c1c(Cl)c2cc(Br)ccc2n1-c1ccc(OC(C)C)cc1, C1CCOC1, CCOCC, CN1CCCC1=O, [Cl-], Cl, [Cu]I, [NH4+]. Yields the product CCOC(=O)c1c(Cl)c2cc(-c3ccc(C(F)(F)F)cn3)ccc2n1-c1ccc(OC(C)C)cc1. As a reaction SMILES: [Br:6][c:7]1[n:8][cH:9][c:10]([C:13]([F:14])([F:15])[F:16])[cH:11][cH:12]1.[C:1]([Li:2])([CH3:3])([CH3:4])[CH3:5].[CH2:17]([CH3:18])[O:19][C:20](=[O:21])[c:22]1[n:23](-[c:33]2[cH:34][cH:35][c:36]([O:39][CH:40]([CH3:41])[CH3:42])[cH:37][cH:38]2)[c:24]2[cH:25][cH:26][c:27]([Br:32])[cH:28][c:29]2[c:30]1[Cl:31].[CH2:60]1[O:61][CH2:62][CH2:63][CH2:64]1.[CH3:46][CH2:47][O:48][CH2:49][CH3:50].[CH3:53][N:54]1[CH2:55][CH2:56][CH2:57][C:58]1=[O:59].[Cl-:43].[ClH:45].[Cu:51][I:52].[NH4+:44]>>[c:7]1(-[c:27]2[cH:26][cH:25][c:24]3[n:23](-[c:33]4[cH:34][cH:35][c:36]([O:39][CH:40]([CH3:41])[CH3:42])[cH:37][cH:38]4)[c:22]([C:20]([O:19][CH2:17][CH3:18])=[O:21])[c:30]([Cl:31])[c:29]3[cH:28]2)[n:8][cH:9][c:10]([C:13]([F:14])([F:15])[F:16])[cH:11][cH:12]1. The reactants are [Al+3], COc1cc(N=Cc2cnc(SC)nc2N)cc(OC)c1, [H-], [H-], [H-], [H-], [Li+], C1CCOC1. Product: COc1cc(NCc2cnc(SC)nc2N)cc(OC)c1. RXN SMILES: [Al+3:2].[CH3:7][O:8][c:9]1[cH:10][c:11]([N:17]=[CH:18][c:19]2[c:20]([NH2:27])[n:21][c:22]([S:25][CH3:26])[n:23][cH:24]2)[cH:12][c:13]([O:15][CH3:16])[cH:14]1.[H-:1].[H-:4].[H-:5].[H-:6].[Li+:3].[O:28]1[CH2:29][CH2:30][CH2:31][CH2:32]1>>[CH3:7][O:8][c:9]1[cH:10][c:11]([NH:17][CH2:18][c:19]2[c:20]([NH2:27])[n:21][c:22]([S:25][CH3:26])[n:23][cH:24]2)[cH:12][c:13]([O:15][CH3:16])[cH:14]1. Reactants: ClC1=CC=NC2=CC(=C(C=C12)OC)OC (4-chloro-6,7-dimethoxy-quinoline), C(C)OC(=O)C=1NC2=CC=C(C=C2C1)O (5-hydroxy-1H-indole-2-carboxylic acid ethyl ester). Reagents/catalysts: CN(C)C=1C=CN=CC1 (DMAP). Solvent: C1(=CC=CC=C1)C (toluene), CCOC(=O)C (EtOAc). Run at temperature 180 celsius. Yields the product C(C)OC(=O)C=1NC2=CC=C(C=C2C1)OC1=CC=NC2=CC(=C(C=C12)OC)OC (5-(6,7-Dimethoxy-quinolin-4-yloxy)-1H-indole-2-carboxylic acid ethyl ester). As a reaction SMILES: Cl[C:2]1[C:11]2[C:6](=[CH:7][C:8]([O:14][CH3:15])=[C:9]([O:12][CH3:13])[CH:10]=2)[N:5]=[CH:4][CH:3]=1.[CH2:16]([O:18][C:19]([C:21]1[NH:22][C:23]2[C:28]([CH:29]=1)=[CH:27][C:26]([OH:30])=[CH:25][CH:24]=2)=[O:20])[CH3:17]>CN(C1C=CN=CC=1)C.C1(C)C=CC=CC=1.CCOC(C)=O>[CH2:16]([O:18][C:19]([C:21]1[NH:22][C:23]2[C:28]([CH:29]=1)=[CH:27][C:26]([O:30][C:2]1[C:11]3[C:6](=[CH:7][C:8]([O:14][CH3:15])=[C:9]([O:12][CH3:13])[CH:10]=3)[N:5]=[CH:4][CH:3]=1)=[CH:25][CH:24]=2)=[O:20])[CH3:17]. Reported procedure: A mixture of 4-chloro-6,7-dimethoxy-quinoline (0.4 g, 1.8 mmol), 5-hydroxy-1H-indole-2-carboxylic acid ethyl ester (0.37 g, 1.8 mmol, Biosynth AG) and DMAP (0.22 g, 1.8 mmol, Aldrich) in toluene (in a microwave tube) was heated in a microwave (Personal Chemistry, Emrys Optimizer) at 180° C. for 2 h. The mixture was cooled to RT and diluted with 30 mL of EtOAc. The solution was washed with 10 mL of brine twice, dried over Na2SO4 and concentrated in vacuo. The residue was further purified with sil... The reactants are C(CCC)OC=1C(C(C1NC(CC)(C)C)=O)=O (3-Butoxy-4-(1,1-dimethyl-propylamino)-cyclobut-3-ene-1,2-dione), ClC=1C=C(CN)C=C(C1)Cl (3,5-dichlorobenzylamine). The solvent is O1CCCC1 (tetrahydrofuran). Product: ClC=1C=C(CNC=2C(C(C2NC(CC)(C)C)=O)=O)C=C(C1)Cl (3-(3,5-Dichloro-benzylamino)-4-(1,1-dimethyl-propylamino)-cyclobut-3-ene-1,2-dione). Isolated yield 76.7%. Reaction SMILES: C(O[C:6]1[C:7](=[O:17])[C:8](=[O:16])[C:9]=1[NH:10][C:11]([CH3:15])([CH3:14])[CH2:12][CH3:13])CCC.[Cl:18][C:19]1[CH:20]=[C:21]([CH:24]=[C:25]([Cl:27])[CH:26]=1)[CH2:22][NH2:23]>O1CCCC1>[Cl:18][C:19]1[CH:20]=[C:21]([CH:24]=[C:25]([Cl:27])[CH:26]=1)[CH2:22][NH:23][C:6]1[C:7](=[O:17])[C:8](=[O:16])[C:9]=1[NH:10][C:11]([CH3:14])([CH3:15])[CH2:12][CH3:13]. Procedure: A solution of 3-butoxy-4-(1,1-dimethyl-propylamino)-cyclobut-3-ene-1,2-dione (1,20 g, 5 mmol, Example 3), 3,5-dichlorobenzylamine (0.88 g, 5 mmol) and tetrahydrofuran (15 mL) was stirred at room temperature for 3 days. The reaction mixture was processed as in Example 2, Step 4. The crude product was recrystallized (twice) from methanol to provide 1.309 g of the title compound as a white solid: mp 257°-258° C. (dec). MS (m/z) 340/342/344 (M+). HPLC indicates a major component (97%). Reactants: NC1=NNC2=NC=NC(=C21)NC2=CC(=CC=C2)Cl (3-amino-4-(3-chlorophenylamino)-1H-pyrazolo[3,4-d]pyrimidine), C(CCCCC)N=C=O (n-hexyl isocyanate). Run in O1CCOCC1 (dioxane), CN1CCN(C1=O)C (DMEU). Reaction conditions: time 8 hour. Product: ClC=1C=C(C=CC1)NC1=C2C(=NC=N1)NN=C2NC(=O)NCCCCCC (4-(3chloro-phenylamino)-3-[(n-hexyl-amino)-carbonyl-amino]-1H-pyrazolo[3,4-d]pyrimidine). As a reaction SMILES: [NH2:1][C:2]1[C:10]2[C:5](=[N:6][CH:7]=[N:8][C:9]=2[NH:11][C:12]2[CH:17]=[CH:16][CH:15]=[C:14]([Cl:18])[CH:13]=2)[NH:4][N:3]=1.[CH2:19]([N:25]=[C:26]=[O:27])[CH2:20][CH2:21][CH2:22][CH2:23][CH3:24]>O1CCOCC1.CN1C(=O)N(C)CC1>[Cl:18][C:14]1[CH:13]=[C:12]([NH:11][C:9]2[N:8]=[CH:7][N:6]=[C:5]3[NH:4][N:3]=[C:2]([NH:1][C:26]([NH:25][CH2:19][CH2:20][CH2:21][CH2:22][CH2:23][CH3:24])=[O:27])[C:10]=23)[CH:17]=[CH:16][CH:15]=1. Procedure details: With the exclusion of moisture, 261 mg (1.00 mmol) of 3-amino-4-(3-chlorophenylamino)-1H-pyrazolo[3,4-d]pyrimidine are dissolved in 2.5 ml of dioxane and 1 ml of DMEU; 160 μl (1.1 mmol) of n-hexyl isocyanate are added and the reaction mixture is stirred overnight at RT. The dioxane is then evaporated off in a rotary evaporator and 30 ml of DIPE and 40 ml of hexane are added to the residue. Filtration with suction and washing with DIPE/hexane yield 4-(3chloro-phenylamino)-3-[(n-hexyl-amino)-carbo...